describe an organic reaction: reactants, conditions, products, and yield From a dataset of the Open Reaction Database (ORD), a public repository of structured organic reaction records. Reactants: FC=1C=C(C(=O)Cl)C=CC1 (3-fluorobenzoyl chloride), COC=1C=C(C=CC1)C1(CNCCC1)O (3-(3-methoxy-phenyl)-piperidine-3-ol). Product: FC=1C=C(C=CC1)C(=O)N1CC(CCC1)(C1=CC(=CC=C1)OC)O ((3-fluorophenyl)-[3-hydroxy-3-(3-methoxyphenyl)-piperidine-1-yl]-methanone). Reaction SMILES: [F:1][C:2]1[CH:3]=[C:4]([CH:8]=[CH:9][CH:10]=1)[C:5](Cl)=[O:6].[CH3:11][O:12][C:13]1[CH:14]=[C:15]([C:19]2([OH:25])[CH2:24][CH2:23][CH2:22][NH:21][CH2:20]2)[CH:16]=[CH:17][CH:18]=1>>[F:1][C:2]1[CH:3]=[C:4]([C:5]([N:21]2[CH2:22][CH2:23][CH2:24][C:19]([OH:25])([C:15]3[CH:16]=[CH:17][CH:18]=[C:13]([O:12][CH3:11])[CH:14]=3)[CH2:20]2)=[O:6])[CH:8]=[CH:9][CH:10]=1. Reported procedure: The compound of Example 2 was prepared according to the general preparation protocol A from 3-fluorobenzoyl chloride and 3-(3-methoxy-phenyl)-piperidine-3-ol. As a reaction SMILES: [CH3:1][C:2]1[CH:7]=[CH:6][C:5]([OH:8])=[CH:4][C:3]=1[N+:9]([O-:11])=[O:10].[C:12]([C:14]1[CH:19]=[CH:18][C:17]([CH2:20][CH2:21]O)=[CH:16][CH:15]=1)#[N:13].CCOC(/N=N/C(OCC)=O)=O.C1(P(C2C=CC=CC=2)C2C=CC=CC=2)C=CC=CC=1>C1COCC1>[C:12]([C:14]1[CH:19]=[CH:18][C:17]([CH2:20][CH2:21][O:8][C:5]2[CH:6]=[CH:7][C:2]([CH3:1])=[C:3]([N+:9]([O-:11])=[O:10])[CH:4]=2)=[CH:16][CH:15]=1)#[N:13]. Starting materials: C1(=CC=CC=C1)P(C1=CC=CC=C1)C1=CC=CC=C1 (Triphenylphosphine), CC1=C(C=C(C=C1)O)[N+](=O)[O-] (4-Methyl-3-nitrophenol), C(#N)C1=CC=C(C=C1)CCO (2-(4-cyanophenyl)ethanol), CCOC(=O)/N=N/C(=O)OCC (diethylazodicarboxylate). Yields the product C(#N)C1=CC=C(C=C1)CCOC1=CC(=C(C=C1)C)[N+](=O)[O-] ([2-(4-Cyanophenyl)ethoxy]-4-methyl-3-nitrobenzene). Conditions: time 8 hour. Procedure: 4-Methyl-3-nitrophenol (0.765 g; 5.0 mmol), 2-(4-cyanophenyl)ethanol (0.735 g; 5.0 mmol) and diethylazodicarboxylate (0.87 g; 5.0 mmol) were dissolved in THF (20 mL). Triphenylphosphine (1.31 g; 5.0 mmol), dissolved in THF (5 mL), was added and the solution stirred overnight. Evaporation in vacuo and the addition of diethyl ether afforded a yellow solid that was recrystallized from water:acetone (9:1), affording the sub-title compound as yellowish crystals. Yield: 1.04 g (74%). Solvent: C1CCOC1 (THF), C1CCOC1 (THF). Reaction SMILES: [Br:13][N:14]1[C:15](=[O:16])[CH2:17][CH2:18][C:19]1=[O:20].[C:33]([Cl:34])([Cl:35])([Cl:36])[Cl:37].[Cl:1][c:2]1[c:3]([CH3:12])[cH:4][cH:5][c:6]([S:8](=[O:9])(=[O:10])[CH3:11])[cH:7]1.[N:21]#[C:22][C:23]([N:24]=[N:25][C:26]([C:27]#[N:28])([CH3:29])[CH3:30])([CH3:31])[CH3:32]>>[Cl:1][c:2]1[c:3]([CH2:12][Br:13])[cH:4][cH:5][c:6]([S:8](=[O:9])(=[O:10])[CH3:11])[cH:7]1. Starting materials: O=C1CCC(=O)N1Br, ClC(Cl)(Cl)Cl, Cc1ccc(S(C)(=O)=O)cc1Cl, CC(C)(C#N)N=NC(C)(C)C#N. The product is CS(=O)(=O)c1ccc(CBr)c(Cl)c1. Procedure details: Mix 4-(bromomethyl)benzenesulfonyl chloride (2.7 g, 10 mmol), anhydrous potassium carbonate (1.4 g, 10 mmol) and anhydrous THF (60 mL) under nitrogen. Cool the mixture in an ice bath, add dropwise a 2M solution of methylamine in THF, and stir at this temperature for 30 min. Remove the ice bath and stir at ambient temperature for 16 h. Dilute with EtOAc then wash with 1N aqueous HCl. Separate the organic layer, dry over Na2SO4 and concentrate in vacuo. Purify by chromatography on silica gel eluti... The product is BrCC1=CC=C(C=C1)S(=O)(=O)NC (4-Bromomethyl-N-methyl-benzenesulfonamide). The solvent is C1CCOC1 (THF), C1CCOC1 (THF). Reaction SMILES: [Br:1][CH2:2][C:3]1[CH:8]=[CH:7][C:6]([S:9](Cl)(=[O:11])=[O:10])=[CH:5][CH:4]=1.C(=O)([O-])[O-].[K+].[K+].[CH3:19][NH2:20]>C1COCC1>[Br:1][CH2:2][C:3]1[CH:8]=[CH:7][C:6]([S:9]([NH:20][CH3:19])(=[O:11])=[O:10])=[CH:5][CH:4]=1 |f:1.2.3|. The yield is 71.0%. Conditions: time 30 minute. The reactants are BrCC1=CC=C(C=C1)S(=O)(=O)Cl (4-(bromomethyl)benzenesulfonyl chloride), C([O-])([O-])=O.[K+].[K+] (potassium carbonate), solution, CN (methylamine). The reactants are Cl.C1(CCCCC1)N1C(NCC1)=N (1-cyclohexyl-2-imino-imidazolidine hydrochloride), [OH-].[Na+] (sodium hydroxide), C(\C=C\C)(=O)NCCC1=CC=C(C=C1)S(=O)(=O)Cl (4-(2-crotonylaminoethyl)-benzenesulphonyl chloride). The solvent is CC(=O)C (acetone), O (water). The product is C(\C=C\C)(=O)NCCC1=CC=C(C=C1)S(=O)(=O)N1C(N(CC1)C1CCCCC1)=N (1-{4-[2-(crotonylamino)-ethyl]-phenylsulphonyl}-3-cyclohexyl-2-imino-imidazolidine). RXN SMILES: Cl.[CH:2]1([N:8]2[CH2:12][CH2:11][NH:10][C:9]2=[NH:13])[CH2:7][CH2:6][CH2:5][CH2:4][CH2:3]1.[OH-].[Na+].[C:16]([NH:21][CH2:22][CH2:23][C:24]1[CH:29]=[CH:28][C:27]([S:30](Cl)(=[O:32])=[O:31])=[CH:26][CH:25]=1)(=[O:20])/[CH:17]=[CH:18]/[CH3:19]>O.CC(C)=O>[C:16]([NH:21][CH2:22][CH2:23][C:24]1[CH:25]=[CH:26][C:27]([S:30]([N:10]2[CH2:11][CH2:12][N:8]([CH:2]3[CH2:3][CH2:4][CH2:5][CH2:6][CH2:7]3)[C:9]2=[NH:13])(=[O:32])=[O:31])=[CH:28][CH:29]=1)(=[O:20])/[CH:17]=[CH:18]/[CH3:19] |f:0.1,2.3|. Reported procedure: 20.4 g of 1-cyclohexyl-2-imino-imidazolidine hydrochloride are added to 8.5 g of sodium hydroxide in 85 ml of water. There is added to the resulting solution 28.8 g of 4-(2-crotonylaminoethyl)-benzenesulphonyl chloride dissolved in 100 ml of acetone, the reaction mixture becoming warm. It is heated at 90° for half an hour and then concentrated by evaporation under reduced pressure. The residue is recrystallised from ethyl acetate, and 1-{4-[2-(crotonylamino)-ethyl]-phenylsulphonyl}-3-cyclohexyl-... Reactants: N1C(=NC=C1)CC1CC=2C=CC(=CC2CC1)C(=O)OCC (ethyl 6-(1-imidazolylmethyl)-5,6,7,8-tetrahydro-2-naphthalenecarboxylate), solution, Cl (hydrogen chloride). The solvent is C(C)O (ethanol). Product: Cl.N1C(=NC=C1)CC1CC=2C=CC(=CC2CC1)C(=O)OCC (ethyl 6-(1-imidazolylmethyl)-5,6,7,8-tetrahydro-2-naphthalenecarboxylate hydrochloride). Reaction SMILES: [NH:1]1[CH:5]=[CH:4][N:3]=[C:2]1[CH2:6][CH:7]1[CH2:16][CH2:15][C:14]2[CH:13]=[C:12]([C:17]([O:19][CH2:20][CH3:21])=[O:18])[CH:11]=[CH:10][C:9]=2[CH2:8]1.[ClH:22]>C(O)C>[ClH:22].[NH:1]1[CH:5]=[CH:4][N:3]=[C:2]1[CH2:6][CH:7]1[CH2:16][CH2:15][C:14]2[CH:13]=[C:12]([C:17]([O:19][CH2:20][CH3:21])=[O:18])[CH:11]=[CH:10][C:9]=2[CH2:8]1 |f:3.4|. Procedure details: 1.3 g of ethyl 6-(1-imidazolylmethyl)-5,6,7,8-tetrahydro-2-naphthalenecarboxylate was mixed with 15 ml of a 5% solution of hydrogen chloride in ethanol, and the mixture was concentrated to dryness in vacuo. The residue was recrystallized from a mixture of isopropanol and diethyl ether to give 1.2 g of ethyl 6-(1-imidazolylmethyl)-5,6,7,8-tetrahydro-2-naphthalenecarboxylate hydrochloride as colorless crystals with m.p. 180°-182° C. Starting materials: N#CCBr, COc1cc(OCC#N)cc(C(=O)NC2CCNCC2)c1, COc1cc(O)cc(C(=O)NC2CCN(C(=O)OC(C)(C)C)CC2)c1, O=C([O-])[O-], CC#N, [K+], [K+]. The product is COc1cc(OCC#N)cc(C(=O)NC2CCN(C(=O)OC(C)(C)C)CC2)c1. RXN SMILES: [Br:47][CH2:48][C:49]#[N:50].[C:1](#[N:2])[CH2:3][O:4][c:5]1[cH:6][c:7]([C:8](=[O:9])[NH:10][CH:11]2[CH2:12][CH2:13][NH:14][CH2:15][CH2:16]2)[cH:17][c:18]([O:20][CH3:21])[cH:19]1.[C:22]([CH3:23])([CH3:24])([CH3:25])[O:26][C:27](=[O:28])[N:29]1[CH2:30][CH2:31][CH:32]([NH:33][C:34](=[O:35])[c:36]2[cH:37][c:38]([O:39][CH3:40])[cH:41][c:42]([OH:43])[cH:44]2)[CH2:45][CH2:46]1.[C:51](=[O:52])([O-:53])[O-:54].[CH3:57][C:58]#[N:59].[K+:55].[K+:56]>>[C:1](#[N:2])[CH2:3][O:4][c:5]1[cH:6][c:7]([C:8](=[O:9])[NH:10][CH:11]2[CH2:12][CH2:13][N:14]([C:27]([O:26][C:22]([CH3:23])([CH3:24])[CH3:25])=[O:28])[CH2:15][CH2:16]2)[cH:17][c:18]([O:20][CH3:21])[cH:19]1. Reactants: NC(Cc1ccccc1)C(=O)OC1CCCC1, CS(=O)(=O)OCCCOc1ccc(-n2c(N)c(C(=O)c3ccc(F)cc3)ccc2=O)cc1, Cc1ccc(S(=O)(=O)O)cc1. Product: Nc1c(C(=O)c2ccc(F)cc2)ccc(=O)n1-c1ccc(OCCCNC(Cc2ccccc2)C(=O)OC2CCCC2)cc1. RXN SMILES: [CH:44]1([O:49][C:50]([CH:51]([NH2:52])[CH2:53][c:54]2[cH:55][cH:56][cH:57][cH:58][cH:59]2)=[O:60])[CH2:45][CH2:46][CH2:47][CH2:48]1.[NH2:1][c:2]1[c:3]([C:24]([c:25]2[cH:26][cH:27][c:28]([F:31])[cH:29][cH:30]2)=[O:32])[cH:4][cH:5][c:6](=[O:23])[n:7]1-[c:8]1[cH:9][cH:10][c:11]([O:12][CH2:13][CH2:14][CH2:15][O:16][S:17]([CH3:18])(=[O:19])=[O:20])[cH:21][cH:22]1.[OH:33][S:34]([c:35]1[cH:36][cH:37][c:38]([CH3:39])[cH:40][cH:41]1)(=[O:42])=[O:43]>>[NH2:1][c:2]1[c:3]([C:24]([c:25]2[cH:26][cH:27][c:28]([F:31])[cH:29][cH:30]2)=[O:32])[cH:4][cH:5][c:6](=[O:23])[n:7]1-[c:8]1[cH:9][cH:10][c:11]([O:12][CH2:13][CH2:14][CH2:15][NH:52][CH:51]([C:50]([O:49][CH:44]2[CH2:45][CH2:46][CH2:47][CH2:48]2)=[O:60])[CH2:53][c:54]2[cH:55][cH:56][cH:57][cH:58][cH:59]2)[cH:21][cH:22]1. RXN SMILES: [N:1]([C:4]1[CH:13]=[CH:12][CH:11]=[C:10]2[C:5]=1[CH:6]=[CH:7][N:8]=[CH:9]2)=[C:2]=[S:3].[OH:14][CH2:15][CH:16]1[NH:21][CH2:20][C:19]2[CH:22]=[CH:23][S:24][C:18]=2[CH2:17]1>C(O)C>[OH:14][CH2:15][CH:16]1[N:21]([C:2](=[S:3])[NH:1][C:4]2[CH:13]=[CH:12][CH:11]=[C:10]3[C:5]=2[CH:6]=[CH:7][N:8]=[CH:9]3)[CH2:20][C:19]2[CH:22]=[CH:23][S:24][C:18]=2[CH2:17]1. Reactants: N(=C=S)C1=C2C=CN=CC2=CC=C1 (5-Isothiocyanatoisoquinoline), OCC1CC2=C(CN1)C=CS2 ((RS)-6-hydroxymethyl-4,5,6,7-tetrahydrothieno[3,2-c]pyridine). Reaction conditions: time 48 hour. The yield is 74.2%. Procedure: 5-Isothiocyanatoisoquinoline (5.1 g) is added to a solution of (RS)-6-hydroxymethyl-4,5,6,7-tetrahydrothieno[3,2-c]pyridine (4.3 g) in absolute ethanol (55 cc). After 48 hours at a temperature of about 20° C., the resulting crystals are filtered off, washed with diisopropyl ether (75 cc) and then dried at 40° C. under reduced pressure (0.1 mm Hg; 0.013 kPa). (RS)-6-Hydroxymethyl-5-[(isoquinol-5-yl)thiocarbamoyl]-4,5,6,7-tetrahydrothieno[3,2-c]pyridine (6.7 g), melting at 185° C., is thus obtaine... The product is OCC1CC2=C(CN1C(NC1=C3C=CN=CC3=CC=C1)=S)C=CS2 ((RS)-6-Hydroxymethyl-5-[(isoquinol-5-yl)thiocarbamoyl]-4,5,6,7-tetrahydrothieno[3,2-c]pyridine). Run in C(C)O (ethanol). Reactants: [Br-], CC(C)(C)[Mg+], CON(C)C(=O)c1ccc(-c2noc(C(F)(F)F)c2C)cc1. The product is Cc1c(-c2ccc(C(=O)C(C)(C)C)cc2)noc1C(F)(F)F. As a reaction SMILES: [Br-:23].[C:24]([CH3:25])([CH3:26])([CH3:27])[Mg+:28].[CH3:1][O:2][N:3]([C:4]([c:5]1[cH:6][cH:7][c:8](-[c:11]2[n:12][o:13][c:14]([C:17]([F:18])([F:19])[F:20])[c:15]2[CH3:16])[cH:9][cH:10]1)=[O:21])[CH3:22]>>[C:4]([c:5]1[cH:6][cH:7][c:8](-[c:11]2[n:12][o:13][c:14]([C:17]([F:18])([F:19])[F:20])[c:15]2[CH3:16])[cH:9][cH:10]1)(=[O:21])[C:24]([CH3:25])([CH3:26])[CH3:27].